Dataset: the Open Reaction Database (ORD), a public repository of structured organic reaction records. Task: describe an organic reaction: reactants, conditions, products, and yield Reactants: BrC1=CC=C(CO[C@@H](CO[Si](C)(C)C(C)(C)C)[C@H]2[C@H](C2)C2CCN(CC2)C2=NC=C(C=N2)CC)C=C1 (2-{4-[(1R,2R)-2-((1R)-1-[(4-bromobenzyl)oxy]-2-{[tert-butyl(dimethyl)silyl]oxy}ethyl)cyclopropyl]piperidin-1-yl}-5-ethylpyrimidine), CCCC[N+](CCCC)(CCCC)CCCC.[F-] (TBAF). Solvent: C1CCOC1 (THF). Conditions: time 1 hour. Yields the product BrC1=CC=C(CO[C@@H](CO)[C@H]2[C@H](C2)C2CCN(CC2)C2=NC=C(C=N2)CC)C=C1 ((2R)-2-[(4-bromobenzyl)oxy]-2-{(1R,2R)-2-[1-(5-ethylpyrimidin-2-yl)piperidin-4-yl]cyclopropyl}ethanol). RXN SMILES: [Br:1][C:2]1[CH:36]=[CH:35][C:5]([CH2:6][O:7][C@H:8]([C@@H:18]2[CH2:20][C@@H:19]2[CH:21]2[CH2:26][CH2:25][N:24]([C:27]3[N:32]=[CH:31][C:30]([CH2:33][CH3:34])=[CH:29][N:28]=3)[CH2:23][CH2:22]2)[CH2:9][O:10][Si](C(C)(C)C)(C)C)=[CH:4][CH:3]=1.CCCC[N+](CCCC)(CCCC)CCCC.[F-]>C1COCC1>[Br:1][C:2]1[CH:36]=[CH:35][C:5]([CH2:6][O:7][C@H:8]([C@@H:18]2[CH2:20][C@@H:19]2[CH:21]2[CH2:22][CH2:23][N:24]([C:27]3[N:28]=[CH:29][C:30]([CH2:33][CH3:34])=[CH:31][N:32]=3)[CH2:25][CH2:26]2)[CH2:9][OH:10])=[CH:4][CH:3]=1 |f:1.2|. Reported procedure: To a stirred solution of the compound prepared in step E (0.37 g, 0.64 mmol) in THF (3 mL) was added TBAF (0.96 mL of 1.0 M solution in THF, 0.96 mmol). Upon stirring at RT for 1 h, silica gel was added to the reaction mixture and a slurry was prepared, which was purified by column chromatography on silica (elution with 2:1 hexane:ethyl acetate) to yield the desired compound. MS (ESI) m/z 460/462 [M+H]+. The reactants are IC#CCN(CC#CI)CC#CI (tris(3-iodoprop-2-ynyl)amine), FC(C=1C=C(CN=[N+]=[N-])C=CC1)(F)F (3-trifluoromethyl-benzylazide). Product: IC1=C(N=NN1CC1=CC(=CC=C1)C(F)(F)F)CN(CC=1N=NN(C1I)CC1=CC(=CC=C1)C(F)(F)F)CC=1N=NN(C1I)CC1=CC(=CC=C1)C(F)(F)F (Tris((5-iodo-1-(3-(trifluoromethyl)benzyl)-1H-1,2,3-triazol-4-yl)methyl)amine). As a reaction SMILES: [I:1][C:2]#[C:3][CH2:4][N:5]([CH2:10][C:11]#[C:12][I:13])[CH2:6][C:7]#[C:8][I:9].[F:14][C:15]([F:27])([F:26])[C:16]1[CH:17]=[C:18]([CH:23]=[CH:24][CH:25]=1)[CH2:19][N:20]=[N+:21]=[N-:22]>>[I:1][C:2]1[N:20]([CH2:19][C:18]2[CH:23]=[CH:24][CH:25]=[C:16]([C:15]([F:26])([F:27])[F:14])[CH:17]=2)[N:21]=[N:22][C:3]=1[CH2:4][N:5]([CH2:10][C:11]1[N:22]=[N:21][N:20]([CH2:19][C:18]2[CH:23]=[CH:24][CH:25]=[C:16]([C:15]([F:14])([F:27])[F:26])[CH:17]=2)[C:12]=1[I:13])[CH2:6][C:7]1[N:22]=[N:21][N:20]([CH2:19][C:18]2[CH:23]=[CH:24][CH:25]=[C:16]([C:15]([F:26])([F:27])[F:14])[CH:17]=2)[C:8]=1[I:9]. Reported procedure: Synthesized from tris(3-iodoprop-2-ynyl)amine and 3-trifluoromethyl-benzylazide using general procedure, sample triturated with MeCN; 0.391 g, 0.352 mmol, 81%; mp=171-173° C. (dec.); IR (υ[cm−1]) 3072, 1445, 1328, 1162, 1123, 1095, 756; 1H NMR (600 MHz, CDCl3) δ=7.62 (s, 3H), 7.59 (d, J=7.7, 3H), 7.51 (d, J=7.6, 3H), 7.44 (t, J=7.7, 3H), 5.48 (s, 6H), 3.64 (s, 6H); 13C NMR (151 MHz, CDCl3) δ=149.4, 135.4, 132.3, 131.6 (q, J=32.7), 129.8, 125.9 (q, J=3.6), 125.8 (q, J=3.5), 123.8 (q, J=272.5), 81... Reactants: N#Cc1ccc(Br)cc1, CO, CC(C)(C)[O-], Cl, [K+], NO. The product is NC(=NO)c1ccc(Br)cc1. As a reaction SMILES: [Br:10][c:11]1[cH:12][cH:13][c:14]([C:15]#[N:16])[cH:17][cH:18]1.[CH3:19][OH:20].[CH3:1][C:2]([CH3:3])([O-:4])[CH3:5].[ClH:7].[K+:6].[NH2:8][OH:9]>>[N:8]([OH:9])=[C:15]([c:14]1[cH:13][cH:12][c:11]([Br:10])[cH:18][cH:17]1)[NH2:16]. Starting materials: ClC1=C(C=C(C=C1)[N+](=O)[O-])O (2-chloro-5-nitro-phenol), C(=O)([O-])[O-].[K+].[K+] (K2CO3), C(C)(C)(C)OC(=O)N1CC(C1)COS(=O)(=O)C (3-methanesulfonyloxymethyl-azetidine-1-carboxylic acid tert-butyl ester). The solvent is CCOC(=O)C (EtOAc), CN(C)C=O (DMF). Reaction conditions: temperature 50 celsius, time 1 hour. The product is C(C)(C)(C)OC(=O)N1CC(C1)COC1=C(C=CC(=C1)[N+](=O)[O-])Cl (3-(2-Chloro-5-nitro-phenoxymethyl)-azetidine-1-carboxylic acid tert-butyl ester). Yield: 93.0%. RXN SMILES: [Cl:1][C:2]1[CH:7]=[CH:6][C:5]([N+:8]([O-:10])=[O:9])=[CH:4][C:3]=1[OH:11].C([O-])([O-])=O.[K+].[K+].[C:18]([O:22][C:23]([N:25]1[CH2:28][CH:27]([CH2:29]OS(C)(=O)=O)[CH2:26]1)=[O:24])([CH3:21])([CH3:20])[CH3:19]>CN(C=O)C.CCOC(C)=O>[C:18]([O:22][C:23]([N:25]1[CH2:28][CH:27]([CH2:29][O:11][C:3]2[CH:4]=[C:5]([N+:8]([O-:10])=[O:9])[CH:6]=[CH:7][C:2]=2[Cl:1])[CH2:26]1)=[O:24])([CH3:21])([CH3:19])[CH3:20] |f:1.2.3|. Reported procedure: To the mixture of 2-chloro-5-nitro-phenol (1.31 g, 7.54 mmol) and K2CO3 (1.57 g, 11.31 mmol) in 20 mL of DMF was added 3-methanesulfonyloxymethyl-azetidine-1-carboxylic acid tert-butyl ester (2.0 g, 7.54 mol). The reaction mixture was stirred at 50° C. for 1 h. After cooling to RT, the reaction mixture was diluted in 100 mL of EtOAc and quenched with 50 mL of water. The organic layer was separated and the aqueous layer was extracted with EtOAc (2×50 mL). The combined organic phases were washed w... Reactants: ClCCCOC=1C=C(CO)C=CC1 (m-(3-Chloropropyloxy)benzyl alcohol), [K].C1(C=2C(C(N1)=O)=CC=CC2)=O (phthalimide potassium salt). The reagents and catalysts are S(=O)(=O)(O)[O-].C(CCC)[N+](CCCC)(CCCC)CCCC (tetra-n-butyl ammonium hydrogen sulfate). Run in C(C)#N (acetonitrile). Yields the product OCC=1C=C(OCCCN2C(C=3C(C2=O)=CC=CC3)=O)C=CC1 (N-[3-(3-hydroxymethylphenoxy)propyl]phthalimide). Yield: 76.9%. Reaction SMILES: Cl[CH2:2][CH2:3][CH2:4][O:5][C:6]1[CH:7]=[C:8]([CH:11]=[CH:12][CH:13]=1)[CH2:9][OH:10].[K].[C:15]1(=[O:25])[NH:19][C:18](=[O:20])[C:17]2=[CH:21][CH:22]=[CH:23][CH:24]=[C:16]12>S([O-])(O)(=O)=O.C([N+](CCCC)(CCCC)CCCC)CCC.C(#N)C>[OH:10][CH2:9][C:8]1[CH:7]=[C:6]([CH:13]=[CH:12][CH:11]=1)[O:5][CH2:4][CH2:3][CH2:2][N:19]1[C:18](=[O:20])[C:17]2=[CH:21][CH:22]=[CH:23][CH:24]=[C:16]2[C:15]1=[O:25] |f:1.2,3.4,^1:13|. Procedure: m-(3-Chloropropyloxy)benzyl alcohol (14 g), phthalimide potassium salt (13 g) and tetra-n-butyl ammonium hydrogen sulfate (2 g) were suspended in 200 g of acetonitrile. The suspension was refluxed for 18 hours. After cooling, the insoluble matter was removed by filtration, and the filtrate was concentrated. The concentrate was taken into ethyl acetate, washed with a 1N aqueous solution of sodium hydroxide and water, and then dried. The solvent was evaporated, and the residue was recrystallized f... Reactants: N(=[N+]=[N-])CC1=CC=C2C(=CC(=NC2=C1)C#N)C1=CC=CC=C1 (7-(azidomethyl)-4-phenylquinoline-2-carbonitrile), C(C)C(C#C)(CC)O (3-ethylpent-1-yn-3-ol), C(C)(C)N(CC)C(C)C (diisopropylethylamine). The reagents and catalysts are [Cu](I)I (copper iodide). Run in C1CCOC1 (THF). Run at time 6 hour. Product: C(C)C(CC)(O)C=1N=NN(C1)CC1=CC=C2C(=CC(=NC2=C1)C#N)C1=CC=CC=C1 (7-{[4-(1-ethyl-1-hydroxypropyl)-1H-1,2,3-triazol-1-yl]methyl}-4-phenylquinoline-2-carbonitrile). As a reaction SMILES: [N:1]([CH2:4][C:5]1[CH:14]=[C:13]2[C:8]([C:9]([C:17]3[CH:22]=[CH:21][CH:20]=[CH:19][CH:18]=3)=[CH:10][C:11]([C:15]#[N:16])=[N:12]2)=[CH:7][CH:6]=1)=[N+:2]=[N-:3].[CH2:23]([C:25]([OH:30])([CH2:28][CH3:29])[C:26]#[CH:27])[CH3:24].C(N(C(C)C)CC)(C)C>C1COCC1.[Cu](I)I>[CH2:26]([C:25]([C:23]1[N:3]=[N:2][N:1]([CH2:4][C:5]2[CH:14]=[C:13]3[C:8]([C:9]([C:17]4[CH:22]=[CH:21][CH:20]=[CH:19][CH:18]=4)=[CH:10][C:11]([C:15]#[N:16])=[N:12]3)=[CH:7][CH:6]=2)[CH:24]=1)([OH:30])[CH2:28][CH3:29])[CH3:27]. Procedure details: A mixture of 7-(azidomethyl)-4-phenylquinoline-2-carbonitrile (100 mg, 0.35 mmol), 3-ethylpent-1-yn-3-ol (47 mg, 0.42 mmol), copper iodide (100 mg, 0.52 mmol) and diisopropylethylamine (305 μL, 1.75 mmol) in THF (4 mL) was stirred at rt for 6 h. The reaction was quenched with saturated aqueous NH4Cl and extracted with EtOAc. The combined organic layers were washed with brine, dried over Na2SO4, filtered and concentrated under reduced pressure. Purification on silica gel (eluting with acetone/dic... The reactants are C1(=CC=CC=C1)SC (thioanisole), CO (methanol), BrCl (BrCl). Product: C1(=CC=CC=C1)S(=O)C (methyl phenyl sulfoxide). Isolated yield 87.0%. As a reaction SMILES: [C:1]1([S:7][CH3:8])[CH:6]=[CH:5][CH:4]=[CH:3][CH:2]=1.BrCl.C[OH:12]>>[C:1]1([S:7]([CH3:8])=[O:12])[CH:6]=[CH:5][CH:4]=[CH:3][CH:2]=1. Procedure: A solution of thioanisole (2.48 g, 20 mmol) in methanol (100 mL) in a 250-mL flask was cooled in an ice bath. Stabilized BrCl solution (15 wt. % solution, 18 mL, ~28 mmol) was then added dropwise, with stirring. After the addition, the ice bath was removed, the reaction mixture was allowed to stand at room temperature and the progress of the reaction was monitored by gas chromatography (GC). In less than one hour, the starting material was totally converted to product and the orange-reddish solu...